This data is from the Open Reaction Database (ORD), a public repository of structured organic reaction records. The task is: describe an organic reaction: reactants, conditions, products, and yield The reactants are CN, CCO, CC(=O)O, CO, C[N+](=O)[O-], COc1cccc(C=O)c1OCCCCCc1ccccc1. The product is COc1cccc(C=C[N+](=O)[O-])c1OCCCCCc1ccccc1. RXN SMILES: [CH3:23][NH2:24].[CH3:25][CH2:26][OH:27].[CH3:28][C:29](=[O:30])[OH:31].[CH3:36][OH:37].[N+:32](=[O:33])([O-:34])[CH3:35].[c:1]1([CH2:7][CH2:8][CH2:9][CH2:10][CH2:11][O:12][c:13]2[c:14]([CH:15]=[O:16])[cH:17][cH:18][cH:19][c:20]2[O:21][CH3:22])[cH:2][cH:3][cH:4][cH:5][cH:6]1>>[c:1]1([CH2:7][CH2:8][CH2:9][CH2:10][CH2:11][O:12][c:13]2[c:14]([CH:15]=[CH:35][N+:32](=[O:33])[O-:34])[cH:17][cH:18][cH:19][c:20]2[O:21][CH3:22])[cH:2][cH:3][cH:4][cH:5][cH:6]1. The reactants are C(C1=CC=CC=C1)OC(=O)N[C@H]([C@@H](CN1C2C(CC1C(=O)NC(C)(C)C)CCC2)O)CC2=CC=CC=C2 (1-[3(S)-(benzyloxyformamido)-2(R)-hydroxy-4-phenylbutyl]-N-tert.butyl-octahydro-cyclopenta[b]pyrrole-2-carboxamide). The reagents and catalysts are [Pd] (palladium-on-carbon). Solvent: C(C)O (ethanol). Product: N[C@H]([C@@H](CN1C2C(CC1C(=O)NC(C)(C)C)CCC2)O)CC2=CC=CC=C2 (1-[3(S)-amino-2(R)-hydroxy-4-phenylbutyl]-N-tert.butyl-octahydro-cyclopenta[b]pyrrole-2-carboxamide). Isolated yield 87.4%. As a reaction SMILES: C(OC([NH:11][C@@H:12]([CH2:31][C:32]1[CH:37]=[CH:36][CH:35]=[CH:34][CH:33]=1)[C@H:13]([OH:30])[CH2:14][N:15]1[CH:19]([C:20]([NH:22][C:23]([CH3:26])([CH3:25])[CH3:24])=[O:21])[CH2:18][CH:17]2[CH2:27][CH2:28][CH2:29][CH:16]12)=O)C1C=CC=CC=1>C(O)C.[Pd]>[NH2:11][C@@H:12]([CH2:31][C:32]1[CH:33]=[CH:34][CH:35]=[CH:36][CH:37]=1)[C@H:13]([OH:30])[CH2:14][N:15]1[CH:19]([C:20]([NH:22][C:23]([CH3:26])([CH3:24])[CH3:25])=[O:21])[CH2:18][CH:17]2[CH2:27][CH2:28][CH2:29][CH:16]12. Reported procedure: A solution of 4.6 g of 1-[3(S)-(benzyloxyformamido)-2(R)-hydroxy-4-phenylbutyl]-N-tert.butyl-octahydro-cyclopenta[b]pyrrole-2-carboxamide (four diastereomers) in 90 ml of ethanol was hydrogenated over 10% palladium-on-carbon at 20° C. and under atmospheric pressure for 72 hours. The catalyst was removed by filtration and the filtrate was evaporated to give 2.958 g of 1-[3(S)-amino-2(R)-hydroxy-4-phenylbutyl]-N-tert.butyl-octahydro-cyclopenta[b]pyrrole-2-carboxamide (four diastereomers) as a brow... Reactants: C(C)(C)(C)C1=CC=C(S1)C(=O)NC(C(=O)OC)C1=CC=C(C=C1)B1OC(C(O1)(C)C)(C)C (methyl 2-(5-(tert-butyl)thiophene-2-carboxamido)-2-(4-(4,4,5,5-tetramethyl-1,3,2-dioxaborolan-2-yl)phenyl)acetate), BrC=1C=NC(=NC1)I (5-bromo-2-iodopyrimidine), PdCl2dppf, CC(=O)O (AcOH), C(=O)(O)[O-].[Na+] (NaHCO3). The solvent is C1CCOC1 (THF), CC#N (MeCN). Reaction conditions: temperature 120 celsius. Product: BrC=1C=NC(=NC1)C1=CC=C(C=C1)C(C(=O)O)NC(=O)C=1SC(=CC1)C(C)(C)C (2-(4-(5-bromopyrimidin-2-yl)phenyl)-2-(5-(tert-butyl)thiophene-2-carboxamido)acetic acid). Isolated yield 47.5%. RXN SMILES: [C:1]([C:5]1[S:9][C:8]([C:10]([NH:12][CH:13]([C:18]2[CH:23]=[CH:22][C:21](B3OC(C)(C)C(C)(C)O3)=[CH:20][CH:19]=2)[C:14]([O:16]C)=[O:15])=[O:11])=[CH:7][CH:6]=1)([CH3:4])([CH3:3])[CH3:2].[Br:33][C:34]1[CH:35]=[N:36][C:37](I)=[N:38][CH:39]=1.C([O-])(O)=O.[Na+].CC(O)=O>C1COCC1.CC#N>[Br:33][C:34]1[CH:35]=[N:36][C:37]([C:21]2[CH:20]=[CH:19][C:18]([CH:13]([NH:12][C:10]([C:8]3[S:9][C:5]([C:1]([CH3:3])([CH3:4])[CH3:2])=[CH:6][CH:7]=3)=[O:11])[C:14]([OH:16])=[O:15])=[CH:23][CH:22]=2)=[N:38][CH:39]=1 |f:2.3|. Procedure details: Prepared using General Procedure 10. A mixture of methyl 2-(5-(tert-butyl)thiophene-2-carboxamido)-2-(4-(4,4,5,5-tetramethyl-1,3,2-dioxaborolan-2-yl)phenyl)acetate (320 mg, 0.71 mmol) and 5-bromo-2-iodopyrimidine (220 mg, 0.78 mmol) in THF (2 mL) and MeCN (2 mL) was treated with saturated aq. NaHCO3 (1600 μl, 1.40 mmol) and de-gassed (N2 bubbling). PdCl2dppf (26 mg, 0.04 mmol) was added and the mixture was heated at 120° C. for 30 min in a microwave reactor. The mixture was poured onto H2O (30 m... Reactants: CC1OC(CBr)OC1C, C#CC(C)(C)N, [Na+], [OH-], O. Product: C#CC(C)(C)NCC1OC(C)C(C)O1. As a reaction SMILES: [Br:1][CH2:2][CH:3]1[O:4][CH:5]([CH3:9])[CH:6]([CH3:8])[O:7]1.[CH3:10][C:11]([C:12]#[CH:13])([CH3:14])[NH2:15].[Na+:17].[OH-:16].[OH2:18]>>[CH2:2]([CH:3]1[O:4][CH:5]([CH3:9])[CH:6]([CH3:8])[O:7]1)[NH:15][C:11]([CH3:10])([C:12]#[CH:13])[CH3:14].